This data is from the Open Reaction Database (ORD), a public repository of structured organic reaction records. The task is: describe an organic reaction: reactants, conditions, products, and yield Starting materials: CC(=O)OCCOCCl, CC(C)OP(OC(C)C)OC(C)C, CC(C)Cl. Product: CC(C)O[PH](=O)OC(C)C. RXN SMILES: [C:1]([O:2][CH2:3][CH2:4][O:5][CH2:6][Cl:7])(=[O:8])[CH3:9].[CH:10]([CH3:11])([CH3:12])[O:13][P:14]([O:15][CH:16]([CH3:17])[CH3:18])[O:19][CH:20]([CH3:21])[CH3:22].[Cl:23][CH:24]([CH3:25])[CH3:26]>>[CH:10]([CH3:11])([CH3:12])[O:13][PH:14]([O:15][CH:16]([CH3:17])[CH3:18])=[O:19]. Product: O=S1(N(CCC1)C1=CC=C(C=C1)C(=O)N1CCN(CC1)C1=C(C=C(C=C1)C)CO)=O ([4-(1,1-dioxo-1λ6-isothiazolidin-2-yl)phenyl][4-(2-hydroxymethyl-4-methylphenyl)piperazin-1-yl]methanone). The reactants are O=S1(N(CCC1)C1=CC=C(C(=O)O)C=C1)=O (4-(1,1-dioxo-1λ6-isothiazolidin-2-yl)benzoic acid), CC=1C=CC(=C(C1)CO)N1CCNCC1 ([5-methyl-2-(piperazin-1-yl)phenyl]methanol). Isolated yield 27.0%. As a reaction SMILES: [O:1]=[S:2]1(=[O:16])[CH2:6][CH2:5][CH2:4][N:3]1[C:7]1[CH:15]=[CH:14][C:10]([C:11]([OH:13])=O)=[CH:9][CH:8]=1.[CH3:17][C:18]1[CH:19]=[CH:20][C:21]([N:26]2[CH2:31][CH2:30][NH:29][CH2:28][CH2:27]2)=[C:22]([CH2:24][OH:25])[CH:23]=1>>[O:16]=[S:2]1(=[O:1])[CH2:6][CH2:5][CH2:4][N:3]1[C:7]1[CH:8]=[CH:9][C:10]([C:11]([N:29]2[CH2:28][CH2:27][N:26]([C:21]3[CH:20]=[CH:19][C:18]([CH3:17])=[CH:23][C:22]=3[CH2:24][OH:25])[CH2:31][CH2:30]2)=[O:13])=[CH:14][CH:15]=1. Procedure details: Using 4-(1,1-dioxo-1λ6-isothiazolidin-2-yl)benzoic acid (550 mg) described in Preparation Example 16 and [5-methyl-2-(piperazin-1-yl)phenyl]methanol (470 mg) described in Preparation Example 99 and by the reaction and treatment in the same manner as in Example 87, the title compound (264 mg) was obtained. Reactants: BrC=1C=CC=2N(C1)C(=NN2)C(=O)N2CCC(CC2)C2=C(C(=CC(=C2)F)F)C(F)(F)F ((6-bromo-[1,2,4]triazolo[4,3-a]pyridin-3-yl)(4-(3,5-difluoro-2-(trifluoromethyl)phenyl)piperidin-1-yl) methanone), CN(C)C=O (DMF). Reagents/catalysts: [C-]#N.[Zn+2].[C-]#N (zinc cyanide), C=1C=CC(=CC1)[P](C=2C=CC=CC2)(C=3C=CC=CC3)[Pd]([P](C=4C=CC=CC4)(C=5C=CC=CC5)C=6C=CC=CC6)([P](C=7C=CC=CC7)(C=8C=CC=CC8)C=9C=CC=CC9)[P](C=1C=CC=CC1)(C=1C=CC=CC1)C=1C=CC=CC1 (tetrakis(triphenylphosphine)palladium). Solvent: O (water). Reaction conditions: temperature 130 celsius. Yields the product FC=1C(=C(C=C(C1)F)C1CCN(CC1)C(=O)C1=NN=C2N1C=C(C=C2)C#N)C(F)(F)F (3-(4-(3,5-difluoro-2-(trifluoromethyl)phenyl)piperidine-1-carbonyl)-[1,2,4]triazolo[4,3-a]pyridine-6-carbonitrile). Yield: 49.0%. Reaction SMILES: Br[C:2]1[CH:3]=[CH:4][C:5]2[N:6]([C:8]([C:11]([N:13]3[CH2:18][CH2:17][CH:16]([C:19]4[CH:24]=[C:23]([F:25])[CH:22]=[C:21]([F:26])[C:20]=4[C:27]([F:30])([F:29])[F:28])[CH2:15][CH2:14]3)=[O:12])=[N:9][N:10]=2)[CH:7]=1.[CH3:31][N:32](C=O)C>O.[C-]#N.[Zn+2].[C-]#N.C1C=CC([P]([Pd]([P](C2C=CC=CC=2)(C2C=CC=CC=2)C2C=CC=CC=2)([P](C2C=CC=CC=2)(C2C=CC=CC=2)C2C=CC=CC=2)[P](C2C=CC=CC=2)(C2C=CC=CC=2)C2C=CC=CC=2)(C2C=CC=CC=2)C2C=CC=CC=2)=CC=1>[F:26][C:21]1[C:20]([C:27]([F:30])([F:29])[F:28])=[C:19]([CH:16]2[CH2:17][CH2:18][N:13]([C:11]([C:8]3[N:6]4[CH:7]=[C:2]([C:31]#[N:32])[CH:3]=[CH:4][C:5]4=[N:10][N:9]=3)=[O:12])[CH2:14][CH2:15]2)[CH:24]=[C:23]([F:25])[CH:22]=1 |f:3.4.5,^1:45,47,66,85|. Reported procedure: A mixture of (6-bromo-[1,2,4]triazolo[4,3-a]pyridin-3-yl)(4-(3,5-difluoro-2-(trifluoromethyl)phenyl)piperidin-1-yl) methanone (0.115 g, 0.235 mmol), zinc cyanide (0.055 g, 0.470 mmol), tetrakis(triphenylphosphine)palladium (0.027 g, 0.0235 mmol), and DMF (4 mL) was heated under microwave irradiation at 130° C. for 30 min. After cooling to ambient temperature, the mixture was diluted with water (80 mL) and extracted with EtOAc (80 mL). The extract was washed with brine (2×80 mL), dried (Na2SO4), ... The reactants are CCC(CC)(c1ccc(CNCCS(C)(=O)=O)c(C)c1)c1ccc(OCC(O[Si](C)(C)C(C)(C)C)C(C)(C)C)c(C)c1, CCCC[N+](CCCC)(CCCC)CCCC, C1CCOC1, [F-], O. Product: CCC(CC)(c1ccc(CNCCS(C)(=O)=O)c(C)c1)c1ccc(OCC(O)C(C)(C)C)c(C)c1. Reaction SMILES: [C:1]([Si:2]([CH3:3])([CH3:4])[O:6][CH:7]([CH2:8][O:9][c:10]1[c:11]([CH3:36])[cH:12][c:13]([C:16]([CH2:17][CH3:18])([CH2:19][CH3:20])[c:21]2[cH:22][c:23]([CH3:35])[c:24]([CH2:25][NH:26][CH2:27][CH2:28][S:29](=[O:30])(=[O:31])[CH3:32])[cH:33][cH:34]2)[cH:14][cH:15]1)[C:37]([CH3:38])([CH3:39])[CH3:40])([CH3:5])([CH3:41])[CH3:42].[CH2:44]([N+:45]([CH2:46][CH2:47][CH2:48][CH3:49])([CH2:50][CH2:51][CH2:52][CH3:53])[CH2:54][CH2:55][CH2:56][CH3:57])[CH2:58][CH2:59][CH3:60].[CH2:61]1[O:62][CH2:63][CH2:64][CH2:65]1.[F-:43].[OH2:66]>>[OH:6][CH:7]([CH2:8][O:9][c:10]1[c:11]([CH3:36])[cH:12][c:13]([C:16]([CH2:17][CH3:18])([CH2:19][CH3:20])[c:21]2[cH:22][c:23]([CH3:35])[c:24]([CH2:25][NH:26][CH2:27][CH2:28][S:29](=[O:30])(=[O:31])[CH3:32])[cH:33][cH:34]2)[cH:14][cH:15]1)[C:37]([CH3:38])([CH3:39])[CH3:40]. The reactants are [OH-].NN (hydrazine hydroxide), BrC1=CC(=C(C(=C1)F)C(OC=1C=C(C(=C(C1)F)C(F)(F)F)F)(F)F)F (5-((4-bromo-2,6-difluorophenyl)difluoromethoxy)-1,3-difluoro-2-(trifluoromethyl)benzene), B(=O)[O-].[Na+] (sodium metaborate), C(C)C1CCC(CC1)C1=CC(=C(C=C1)B(O)O)F (4-(4-ethylcyclohexyl)-2-fluorobenzeneboronic acid). The reagents and catalysts are Cl[Pd]([P](C1=CC=CC=C1)(C2=CC=CC=C2)C3=CC=CC=C3)([P](C4=CC=CC=C4)(C5=CC=CC=C5)C6=CC=CC=C6)Cl (bis(triphenylphosphine)palladium(II) chloride). Solvent: O (water), C1CCOC1 (THF). The product is FC=1C=C(OC(C2=C(C=C(C=C2F)C2=C(C=C(C=C2)C2CCC(CC2)CC)F)F)(F)F)C=C(C1C(F)(F)F)F (4-[(3,5-difluoro-4-trifluoromethylphenoxy)difluoromethyl]-4′-(4-ethylcyclohexyl)-3,5,2′-trifluorobiphenyl). As a reaction SMILES: [OH-].NN.Br[C:5]1[CH:10]=[C:9]([F:11])[C:8]([C:12]([F:27])([F:26])[O:13][C:14]2[CH:15]=[C:16]([F:25])[C:17]([C:21]([F:24])([F:23])[F:22])=[C:18]([F:20])[CH:19]=2)=[C:7]([F:28])[CH:6]=1.B([O-])=O.[Na+].[CH2:33]([CH:35]1[CH2:40][CH2:39][CH:38]([C:41]2[CH:46]=[CH:45][C:44](B(O)O)=[C:43]([F:50])[CH:42]=2)[CH2:37][CH2:36]1)[CH3:34]>C1COCC1.Cl[Pd](Cl)([P](C1C=CC=CC=1)(C1C=CC=CC=1)C1C=CC=CC=1)[P](C1C=CC=CC=1)(C1C=CC=CC=1)C1C=CC=CC=1.O>[F:20][C:18]1[CH:19]=[C:14]([CH:15]=[C:16]([F:25])[C:17]=1[C:21]([F:24])([F:23])[F:22])[O:13][C:12]([F:27])([F:26])[C:8]1[C:9]([F:11])=[CH:10][C:5]([C:44]2[CH:45]=[CH:46][C:41]([CH:38]3[CH2:37][CH2:36][CH:35]([CH2:33][CH3:34])[CH2:40][CH2:39]3)=[CH:42][C:43]=2[F:50])=[CH:6][C:7]=1[F:28] |f:0.1,3.4,^1:58,77|. Procedure: 0.11 ml (2.33 mmol) of hydrazine hydroxide is added to a mixture of 9.70 g (22.1 mmol) of 5-((4-bromo-2,6-difluorophenyl)difluoromethoxy)-1,3-difluoro-2-(trifluoromethyl)benzene, 12 ml (18 mmol) of 1.5 N aqueous sodium metaborate soln. and 0.62 g (0.88 mmol) of bis(triphenylphosphine)palladium(II) chloride in 150 ml of THF at room temperature. 6.1 g (24.3 mmol) of 4-(4-ethylcyclohexyl)-2-fluorobenzeneboronic acid are added, and the mixture is heated at the boil for 18 h. After cooling, water is ... Reactants: BrC=1C=2C3=C(C(NC2C(=CC1OC)C)=O)SC=C3 (9-bromo-8-methoxy-6-methylthieno[2,3-c]quinolin-4(5H)-one), CC(C(CNC(OC(C)(C)C)=O)C1=CC=C(C=C1)B1OC(C(O1)(C)C)(C)C)C (tert-butyl 3-methyl-2-(4-(4,4,5,5-tetramethyl-1,3,2-dioxaborolan-2-yl)phenyl)butylcarbamate). Product: COC1=C(C=2C3=C(C(NC2C(=C1)C)=O)SC=C3)C3=CC=C(C=C3)C(CNC(OC(C)(C)C)=O)C(C)C (tert-Butyl 2-(4-(8-methoxy-6-methyl-4-oxo-4,5-dihydrothieno[2,3-c]quinolin-9-yl)phenyl)-3-methylbutylcarbamate). The yield is 15.0%. RXN SMILES: Br[C:2]1[C:3]2[C:4]3[CH:18]=[CH:17][S:16][C:5]=3[C:6](=[O:15])[NH:7][C:8]=2[C:9]([CH3:14])=[CH:10][C:11]=1[O:12][CH3:13].[CH3:19][CH:20]([CH3:46])[CH:21]([C:31]1[CH:36]=[CH:35][C:34](B2OC(C)(C)C(C)(C)O2)=[CH:33][CH:32]=1)[CH2:22][NH:23][C:24](=[O:30])[O:25][C:26]([CH3:29])([CH3:28])[CH3:27]>>[CH3:13][O:12][C:11]1[CH:10]=[C:9]([CH3:14])[C:8]2[NH:7][C:6](=[O:15])[C:5]3[S:16][CH:17]=[CH:18][C:4]=3[C:3]=2[C:2]=1[C:34]1[CH:33]=[CH:32][C:31]([CH:21]([CH:20]([CH3:46])[CH3:19])[CH2:22][NH:23][C:24](=[O:30])[O:25][C:26]([CH3:27])([CH3:28])[CH3:29])=[CH:36][CH:35]=1. Procedure: Following General Procedure B, 9-bromo-8-methoxy-6-methylthieno[2,3-c]quinolin-4(5H)-one) (500 mg, 1.54 mmol) was reacted with tert-butyl 3-methyl-2-(4-(4,4,5,5-tetramethyl-1,3,2-dioxaborolan-2-yl)phenyl)butylcarbamate (590 mg, 1.9 mmol) to afford the desired product (120 mg, 15%) as a yellow solid: ESI MS m/z 507 [C29H34N2O4S+H]+. The reactants are OC1=C(C(=O)[O-])C=CC(=C1)O.[K+] (potassium 2,4-dihydroxybenzoate), C(=C)C(C1=CC=CC=C1)Cl (vinylbenzyl chloride), CS(=O)C (dimethylsulfoxide). The solvent is O (water). Conditions: temperature 40 celsius, time 3 day. The product is OC1=C(C(=O)OC(C2=CC=CC=C2)C=C)C=CC(=C1)O (vinylbenzyl 2,4-dihydroxybenzoate). Yield: 64.7%. Reaction SMILES: [OH:1][C:2]1[CH:10]=[C:9]([OH:11])[CH:8]=[CH:7][C:3]=1[C:4]([O-:6])=[O:5].[K+].[CH:13]([CH:15](Cl)[C:16]1[CH:21]=[CH:20][CH:19]=[CH:18][CH:17]=1)=[CH2:14].CS(C)=O>O>[OH:1][C:2]1[CH:10]=[C:9]([OH:11])[CH:8]=[CH:7][C:3]=1[C:4]([O:6][CH:15]([CH:13]=[CH2:14])[C:16]1[CH:21]=[CH:20][CH:19]=[CH:18][CH:17]=1)=[O:5] |f:0.1|. Procedure details: 154.0 g of potassium 2,4-dihydroxybenzoate and 122.3 g of vinylbenzyl chloride were added to 500 ml of dimethylsulfoxide, and stirred at 40° C. for 3 days to react. Then, 1,000 ml of water was added thereto, and the resulting mixture was extracted with 500 ml of ethyl acetate. After distilling off ethyl acetate, recrystallization of the residue from a benzene-hexane mixture solvent yielded 140 g of vinylbenzyl 2,4-dihydroxybenzoate (m.p. 52°-54° C.). Starting materials: ClC1=C(C(=CC=C1)Cl)C1=NOC(=C1COC1=CC(=C(C=C1)NC)C)C(C)C (N-(4-{[3-(2,6-dichlorophenyl)-5-isopropylisoxazol-4-yl]methoxy}-2-methylphenyl)-N-methylamine), C([O-])([O-])=O.[K+].[K+] (potassium carbonate), BrCC=1C=C(C(=O)OC)C=CC1 (methyl 3-(bromomethyl)benzoate). Solvent: CN(C=O)C (dimethylformamide). Conditions: time 24 hour. The product is ClC1=C(C(=CC=C1)Cl)C1=NOC(=C1COC1=CC(=C(C=C1)N(C)CC=1C=C(C(=O)OC)C=CC1)C)C(C)C (Methyl 3-{[(4-{[3-(2,6-dichlorophenyl)-5-isopropylisoxazol-4-yl]methoxy}-2-methylphenyl)(methyl)amino]methyl}benzoate). RXN SMILES: [Cl:1][C:2]1[CH:7]=[CH:6][CH:5]=[C:4]([Cl:8])[C:3]=1[C:9]1[C:13]([CH2:14][O:15][C:16]2[CH:21]=[CH:20][C:19]([NH:22][CH3:23])=[C:18]([CH3:24])[CH:17]=2)=[C:12]([CH:25]([CH3:27])[CH3:26])[O:11][N:10]=1.C(=O)([O-])[O-].[K+].[K+].Br[CH2:35][C:36]1[CH:37]=[C:38]([CH:43]=[CH:44][CH:45]=1)[C:39]([O:41][CH3:42])=[O:40]>CN(C)C=O>[Cl:1][C:2]1[CH:7]=[CH:6][CH:5]=[C:4]([Cl:8])[C:3]=1[C:9]1[C:13]([CH2:14][O:15][C:16]2[CH:21]=[CH:20][C:19]([N:22]([CH2:35][C:36]3[CH:37]=[C:38]([CH:43]=[CH:44][CH:45]=3)[C:39]([O:41][CH3:42])=[O:40])[CH3:23])=[C:18]([CH3:24])[CH:17]=2)=[C:12]([CH:25]([CH3:27])[CH3:26])[O:11][N:10]=1 |f:1.2.3|. Procedure: A solution of N-(4-{[3-(2,6-dichlorophenyl)-5-isopropylisoxazol-4-yl]methoxy}-2-methylphenyl)-N-methylamine (0.45 g, 1.1 mmol) in dimethylformamide (4 mL) was treated with potassium carbonate (0.15 g, 1.1 mmol) followed by methyl 3-(bromomethyl)benzoate (0.25 g, 1.1 mmol). After stirring at ambient temperature for 24 h, the reaction was partitioned with ethyl acetate and water. The organic layer was washed with water (2×50 mL), brine (50 mL), dried over anhydrous magnesium sulfate, filtered and ...